This data is from the Open Reaction Database (ORD), a public repository of structured organic reaction records. The task is: describe an organic reaction: reactants, conditions, products, and yield The solvent is C1CCCS1(=O)=O (tetramethylene sulfone), C(C)(=O)OCC (ethyl acetate). Isolated yield 18.8%. RXN SMILES: [CH3:1][O:2][C:3](=[O:13])[C:4]1[CH:9]=[CH:8][CH:7]=[CH:6][C:5]=1[C:10](Cl)=[O:11].[NH:14]1[CH:18]=[CH:17]N=N1.C(=O)([O-])[O-].[K+].[K+]>C1S(=O)(=O)CCC1.C(OCC)(=O)C>[CH3:1][O:2][C:3](=[O:13])[C:4]1[CH:9]=[CH:8][CH:7]=[CH:6][C:5]=1[C:10]1[O:11][CH:17]=[CH:18][N:14]=1 |f:2.3.4|. The reactants are COC(C1=C(C=CC=C1)C(=O)Cl)=O (2-Chlorocarbonyl-benzoic acid methyl ester), N1N=NC=C1 (1H-triazole), C([O-])([O-])=O.[K+].[K+] (potassium carbonate). Reported procedure: A mixture of 2-Chlorocarbonyl-benzoic acid methyl ester (1.3 gram, 6.56 mmol), 1H-triazole (0.42 ml, 7.22 mmol) and potassium carbonate (2.78 g, 20 mmol) in 12 ml of tetramethylene sulfone was heated at 140° C. for half an hour. The mixture was cooled, diluted with ethyl acetate, washed with water 5 times, and dried. After concentration the crude was purified by flash column (50% ethyl acetate in hexane) to afford 250 mg of 2-Oxazol-2-yl-benzoic acid methyl ester as a light yellow liquid. MS: (M... The product is COC(C1=C(C=CC=C1)C=1OC=CN1)=O (2-Oxazol-2-yl-benzoic acid methyl ester). Conditions: temperature 140 celsius.